This data is from the Open Reaction Database (ORD), a public repository of structured organic reaction records. The task is: describe an organic reaction: reactants, conditions, products, and yield Starting materials: C1(C=2C(C(=O)O1)=CC=CC2)=O (phthalic anhydride), [Cl-].[Al+3].[Cl-].[Cl-] (aluminum chloride), C(C)C1=CC(=CC=C1)CC (1,3-diethylbenzene), HCl ice, CCOCC (ether). Run in ClCC(Cl)(Cl)Cl (tetrachloroethane), ClCC(Cl)(Cl)Cl (tetrachloroethane). Reaction conditions: time 30 minute. The product is C(C)C1=C(C(=O)C2=C(C(=O)O)C=CC=C2)C=CC(=C1)CC (2-(2,4-diethylbenzoyl)benzoic acid). Yield: 92.5%. As a reaction SMILES: [C:1]1(=[O:11])[O:6][C:4](=[O:5])[C:3]2=[CH:7][CH:8]=[CH:9][CH:10]=[C:2]12.[Cl-].[Al+3].[Cl-].[Cl-].[CH2:16]([C:18]1[CH:23]=[CH:22][CH:21]=[C:20]([CH2:24][CH3:25])[CH:19]=1)[CH3:17].CCOCC>ClCC(Cl)(Cl)Cl>[CH2:16]([C:18]1[CH:19]=[C:20]([CH2:24][CH3:25])[CH:21]=[CH:22][C:23]=1[C:4]([C:3]1[CH:7]=[CH:8][CH:9]=[CH:10][C:2]=1[C:1]([OH:6])=[O:11])=[O:5])[CH3:17] |f:1.2.3.4|. Procedure: To a cooled mixture of phthalic anhydride (50 g, 0.34 mol) and aluminum chloride (99 g) in tetrachloroethane (300 mL) was added dropwise 1,3-diethylbenzene (50 g) over 11/4 hours. The mixture was stirred in an ice bath for 30 minutes, additional tetrachloroethane was added, and the mixture was stirred for 2 hours. The reaction mixture was poured into concentrated HCl/ice (1 L), ether (500 mL) was added and the mixture was filtered. The organic layer was separated, washed with saturated Na2CO3 (6... Starting materials: CCOC(=O)OCC, CCO, Cl, CC(=O)c1ccc(F)cc1, [H-], [Na+], O. Yields the product CCOC(=O)CC(=O)c1ccc(F)cc1. As a reaction SMILES: [C:17]([O:18][CH2:19][CH3:20])([O:21][CH2:23][CH3:24])=[O:22].[CH3:11][CH2:12][OH:13].[ClH:16].[F:1][c:2]1[cH:3][cH:4][c:5]([C:8]([CH3:9])=[O:10])[cH:6][cH:7]1.[H-:14].[Na+:15].[OH2:25]>>[F:1][c:2]1[cH:3][cH:4][c:5]([C:8]([CH2:9][C:17]([O:18][CH2:19][CH3:20])=[O:21])=[O:10])[cH:6][cH:7]1.